This data is from the Open Reaction Database (ORD), a public repository of structured organic reaction records. The task is: describe an organic reaction: reactants, conditions, products, and yield The reactants are C(=NC1CCCCC1)=NC1CCCCC1, ClCCl, O=C(O)c1ccc([N+](=O)[O-])cc1, CC12CCC(O)CC1=CCC1C2CCC2(C)C(=NO)CCC12. Yields the product CC12CCC(OC(=O)c3ccc([N+](=O)[O-])cc3)CC1=CCC1C2CCC2(C)C(=NO)CCC12. Reaction SMILES: [CH:23]1([N:24]=[C:25]=[N:26][CH:27]2[CH2:28][CH2:29][CH2:30][CH2:31][CH2:32]2)[CH2:33][CH2:34][CH2:35][CH2:36][CH2:37]1.[Cl:50][CH2:51][Cl:52].[N+:38](=[O:39])([O-:40])[c:41]1[cH:42][cH:43][c:44]([C:45](=[O:46])[OH:47])[cH:48][cH:49]1.[N:1]([OH:2])=[C:3]1[C:4]2([CH3:5])[CH:6]([CH2:7][CH2:8]1)[CH:9]1[CH2:10][CH:11]=[C:12]3[CH2:13][CH:14]([OH:22])[CH2:15][CH2:16][C:17]3([CH3:18])[CH:19]1[CH2:20][CH2:21]2>>[N:1]([OH:2])=[C:3]1[C:4]2([CH3:5])[CH:6]([CH2:7][CH2:8]1)[CH:9]1[CH2:10][CH:11]=[C:12]3[CH2:13][CH:14]([O:22][C:45]([c:44]4[cH:43][cH:42][c:41]([N+:38](=[O:39])[O-:40])[cH:49][cH:48]4)=[O:46])[CH2:15][CH2:16][C:17]3([CH3:18])[CH:19]1[CH2:20][CH2:21]2. Reactants: CCOC(=O)c1c(C)nc(SC)nc1Nc1cc(OC)cc(OC)c1, ClCCl, CN(C)C=O, O. The product is CCOC(=O)c1c(C=CN(C)C)nc(SC)nc1Nc1cc(OC)cc(OC)c1. RXN SMILES: [CH3:1][O:2][c:3]1[cH:4][c:5]([NH:11][c:12]2[n:13][c:14]([S:24][CH3:25])[n:15][c:16]([CH3:23])[c:17]2[C:18](=[O:19])[O:20][CH2:21][CH3:22])[cH:6][c:7]([O:9][CH3:10])[cH:8]1.[Cl:31][CH2:32][Cl:33].[O:26]=[CH:27][N:28]([CH3:29])[CH3:30].[OH2:34]>>[CH3:1][O:2][c:3]1[cH:4][c:5]([NH:11][c:12]2[n:13][c:14]([S:24][CH3:25])[n:15][c:16]([CH:23]=[CH:27][N:28]([CH3:29])[CH3:30])[c:17]2[C:18](=[O:19])[O:20][CH2:21][CH3:22])[cH:6][c:7]([O:9][CH3:10])[cH:8]1. The reactants are C1CCOC1, S=C=Nc1cscc1Cl, Nc1ccccc1N. Product: Nc1ccccc1NC(=S)Nc1cscc1Cl. As a reaction SMILES: [CH2:18]1[O:19][CH2:20][CH2:21][CH2:22]1.[Cl:9][c:10]1[c:11]([N:15]=[C:16]=[S:17])[cH:12][s:13][cH:14]1.[NH2:1][c:2]1[c:3]([NH2:8])[cH:4][cH:5][cH:6][cH:7]1>>[NH2:1][c:2]1[c:3]([NH:8][C:16]([NH:15][c:11]2[c:10]([Cl:9])[cH:14][s:13][cH:12]2)=[S:17])[cH:4][cH:5][cH:6][cH:7]1.